Dataset: the Open Reaction Database (ORD), a public repository of structured organic reaction records. Task: describe an organic reaction: reactants, conditions, products, and yield The reactants are Cl.Cl.NC1=CC(=C(C(=O)NCC2CCNCC2)C=C1Cl)OC (4-Amino-5-chloro-2-methoxy-N-(piperidin-4-ylmethyl)benzamide dihydrochloride), COC=1C=C(OCCCCCCl)C=CC1OC (5-(3,4-dimethoxyphenoxy)pentyl chloride). Yields the product NC1=CC(=C(C(=O)NCC2CCN(CC2)CCCCCOC2=CC(=C(C=C2)OC)OC)C=C1Cl)OC (4-amino-5-chloro-N-((1-(5-(3,4-dimethoxyphenoxy)pentyl)piperidin-4-yl)methyl)-2-methoxybenzamide). Yield: 69.4%. RXN SMILES: Cl.Cl.[NH2:3][C:4]1[C:19]([Cl:20])=[CH:18][C:7]([C:8]([NH:10][CH2:11][CH:12]2[CH2:17][CH2:16][NH:15][CH2:14][CH2:13]2)=[O:9])=[C:6]([O:21][CH3:22])[CH:5]=1.[CH3:23][O:24][C:25]1[CH:26]=[C:27]([CH:35]=[CH:36][C:37]=1[O:38][CH3:39])[O:28][CH2:29][CH2:30][CH2:31][CH2:32][CH2:33]Cl>>[NH2:3][C:4]1[C:19]([Cl:20])=[CH:18][C:7]([C:8]([NH:10][CH2:11][CH:12]2[CH2:13][CH2:14][N:15]([CH2:33][CH2:32][CH2:31][CH2:30][CH2:29][O:28][C:27]3[CH:35]=[CH:36][C:37]([O:38][CH3:39])=[C:25]([O:24][CH3:23])[CH:26]=3)[CH2:16][CH2:17]2)=[O:9])=[C:6]([O:21][CH3:22])[CH:5]=1 |f:0.1.2|. Procedure: 4-Amino-5-chloro-2-methoxy-N-(piperidin-4-ylmethyl)benzamide dihydrochloride (1.5 g) as starting compound and 5-(3,4-dimethoxyphenoxy)pentyl chloride (1.3 g) were reacted and treated in the same manner as in Example 168 to give 1.46 g of 4-amino-5-chloro-N-((1-(5-(3,4-dimethoxyphenoxy)pentyl)piperidin-4-yl)methyl)-2-methoxybenzamide. Reactants: NC=1C=CC(=C(C1)C(C)C(C1=CC=C(C(=O)O)C=C1)C(=O)N)N1CCCCC1 (4-[(1-(5-amino-2-piperidino-phenyl)-ethyl)-aminocarbonylmethyl]-benzoic acid), C(C)(=O)OC(C)=O (acetic anhydride). Product: C(C)(=O)NC=1C=CC(=C(C1)C(C)C(C1=CC=C(C(=O)O)C=C1)C(=O)N)N1CCCCC1 (4-[(1-(5-Acetylamino-2-piperidino-phenyl)-1-ethyl)-aminocarbonylmethyl]-benzoic acid). Reaction SMILES: [NH2:1][C:2]1[CH:3]=[CH:4][C:5]([N:23]2[CH2:28][CH2:27][CH2:26][CH2:25][CH2:24]2)=[C:6]([CH:8]([CH:10]([C:20]([NH2:22])=[O:21])[C:11]2[CH:19]=[CH:18][C:14]([C:15]([OH:17])=[O:16])=[CH:13][CH:12]=2)[CH3:9])[CH:7]=1.[C:29](OC(=O)C)(=[O:31])[CH3:30]>>[C:29]([NH:1][C:2]1[CH:3]=[CH:4][C:5]([N:23]2[CH2:28][CH2:27][CH2:26][CH2:25][CH2:24]2)=[C:6]([CH:8]([CH:10]([C:20]([NH2:22])=[O:21])[C:11]2[CH:19]=[CH:18][C:14]([C:15]([OH:17])=[O:16])=[CH:13][CH:12]=2)[CH3:9])[CH:7]=1)(=[O:31])[CH3:30]. Procedure: An amount of 0.10 gm (0.262 m mol) of 4-[(1-(5-amino-2-piperidino-phenyl)-ethyl)-aminocarbonylmethyl]-benzoic acid in 1 ml of acetic anhydride was stirred for six hours at 20° C., evaporated in vacuo, and distilled off several times with toluene, and the evaporation residue was recrystallized from ether. Reactants: CO, CCOC(=O)C1C(C=C(Cl)Cl)C1(C)C, [K+], [OH-]. Yields the product CC1(C)C(C=C(Cl)Cl)C1C(=O)O. RXN SMILES: [CH3:17][OH:18].[CH3:1][C:2]1([CH3:14])[CH:3]([C:9](=[O:10])[O:11][CH2:12][CH3:13])[CH:4]1[CH:5]=[C:6]([Cl:7])[Cl:8].[K+:16].[OH-:15]>>[CH3:1][C:2]1([CH3:14])[CH:3]([C:9](=[O:10])[OH:11])[CH:4]1[CH:5]=[C:6]([Cl:7])[Cl:8]. The reactants are O=C([O-])O, CCCOc1ccc(CCl)cc1, Cc1ccccc1, [K+], NC(=O)C1CCNCC1, O. The product is CCCOc1ccc(CN2CCC(C(N)=O)CC2)cc1. RXN SMILES: [C:22](=[O:23])([OH:24])[O-:25].[CH2:10]([CH2:11][CH3:12])[O:13][c:14]1[cH:15][cH:16][c:17]([CH2:20][Cl:21])[cH:18][cH:19]1.[CH3:28][c:29]1[cH:30][cH:31][cH:32][cH:33][cH:34]1.[K+:26].[NH2:1][C:2](=[O:3])[CH:4]1[CH2:5][CH2:6][NH:7][CH2:8][CH2:9]1.[OH2:27]>>[NH2:1][C:2](=[O:3])[CH:4]1[CH2:5][CH2:6][N:7]([CH2:20][c:17]2[cH:16][cH:15][c:14]([O:13][CH2:10][CH2:11][CH3:12])[cH:19][cH:18]2)[CH2:8][CH2:9]1. Starting materials: CN1N=C(N=C1NCCCOC1=CC(=CC=C1)CN1CCCCC1)CN (1-methyl-5-[[3-[3-(1-piperidinylmethyl)phenoxy]propyl]amino]-1H-1,2,4-triazole-3-methanamine), CS(=O)(=O)Cl (methane sulphonyl chloride). Solvent: N1=CC=CC=C1 (pyridine). Yields the product CN1N=C(N=C1NCCCOC1=CC(=CC=C1)CN1CCCCC1)CNS(=O)(=O)C (N-[[1-Methyl-5-[[3-[3-(1-piperidinylmethyl)phenoxy]propyl]amino]-1H-1,2,4-triazol-3-yl]methyl]methanesulphonamide). Isolated yield 23.0%. Reaction SMILES: [CH3:1][N:2]1[C:6]([NH:7][CH2:8][CH2:9][CH2:10][O:11][C:12]2[CH:17]=[CH:16][CH:15]=[C:14]([CH2:18][N:19]3[CH2:24][CH2:23][CH2:22][CH2:21][CH2:20]3)[CH:13]=2)=[N:5][C:4]([CH2:25][NH2:26])=[N:3]1.[CH3:27][S:28](Cl)(=[O:30])=[O:29]>N1C=CC=CC=1>[CH3:1][N:2]1[C:6]([NH:7][CH2:8][CH2:9][CH2:10][O:11][C:12]2[CH:17]=[CH:16][CH:15]=[C:14]([CH2:18][N:19]3[CH2:20][CH2:21][CH2:22][CH2:23][CH2:24]3)[CH:13]=2)=[N:5][C:4]([CH2:25][NH:26][S:28]([CH3:27])(=[O:30])=[O:29])=[N:3]1. Reported procedure: A solution of 1-methyl-5-[[3-[3-(1-piperidinylmethyl)phenoxy]propyl]amino]-1H-1,2,4-triazole-3-methanamine (0.5 g) and methane sulphonyl chloride (0.16 g) in pyridine (25 ml) was stirred at room temperature for 18 h. The solution was evaporated to give a brown oil which was crystallised from a mixture of ethyl acetate and petroleum ether (b.p. 60°-80°) to give the title compound (0.14 g) as a white powder, m.p. 117°-118°. Reactants: ClCC=1C(=NC=CC1)SCC1CC1 (3-Chloromethyl-2-cyclopropylmethylsulfanyl-pyridine), COC(=O)C1C(C1)C1=CC(=C(C=C1)O)F (2-(3-fluoro-4-hydroxy-phenyl)-cyclopropane carboxylic acid methyl ester). Product: C1(CC1)CSC1=NC=CC=C1COC1=C(C=C(C=C1)C1C(C1)C(=O)O)F (2-[4-(2-cyclopropylmethylsulfanyl-pyridin-3-ylmethoxy)-3-fluoro-phenyl]-cyclopropane carboxylic acid). Isolated yield 95.0%. RXN SMILES: Cl[CH2:2][C:3]1[C:4]([S:9][CH2:10][CH:11]2[CH2:13][CH2:12]2)=[N:5][CH:6]=[CH:7][CH:8]=1.C[O:15][C:16]([CH:18]1[CH2:20][CH:19]1[C:21]1[CH:26]=[CH:25][C:24]([OH:27])=[C:23]([F:28])[CH:22]=1)=[O:17]>>[CH:11]1([CH2:10][S:9][C:4]2[C:3]([CH2:2][O:27][C:24]3[CH:25]=[CH:26][C:21]([CH:19]4[CH2:20][CH:18]4[C:16]([OH:17])=[O:15])=[CH:22][C:23]=3[F:28])=[CH:8][CH:7]=[CH:6][N:5]=2)[CH2:13][CH2:12]1. Procedure details: 3-Chloromethyl-2-cyclopropylmethylsulfanyl-pyridine (0.026 g, 0.12 mmol) obtained in Step C of Preparation Example 18 and 2-(3-fluoro-4-hydroxy-phenyl)-cyclopropane carboxylic acid methyl ester (less polar) (0.025 g, 0.12 mmol) obtained in Step C of Preparation Example 64 were used to react sequentially in the same manner as in Steps A and B of Example 1 to obtain the title compound (0.042 g, 95%).